From a dataset of the Open Reaction Database (ORD), a public repository of structured organic reaction records. describe an organic reaction: reactants, conditions, products, and yield Reactants: BrB(Br)Br, O=C([O-])O, COc1ccc(N2CC(C)NC(C)C2)cc1NS(=O)(=O)c1ccc(-c2ccccn2)s1, CO, ClCCl, [Na+], O. The product is CC1CN(c2ccc(O)c(NS(=O)(=O)c3ccc(-c4ccccn4)s3)c2)CC(C)N1. As a reaction SMILES: [B:32]([Br:33])([Br:34])[Br:35].[C:37](=[O:38])([OH:39])[O-:40].[CH3:1][CH:2]1[CH2:3][N:4]([c:9]2[cH:10][cH:11][c:12]([O:30][CH3:31])[c:13]([NH:15][S:16](=[O:17])(=[O:18])[c:19]3[s:20][c:21](-[c:24]4[n:25][cH:26][cH:27][cH:28][cH:29]4)[cH:22][cH:23]3)[cH:14]2)[CH2:5][CH:6]([CH3:8])[NH:7]1.[CH3:45][OH:46].[Cl:42][CH2:43][Cl:44].[Na+:41].[OH2:36]>>[CH3:1][CH:2]1[CH2:3][N:4]([c:9]2[cH:10][cH:11][c:12]([OH:30])[c:13]([NH:15][S:16](=[O:17])(=[O:18])[c:19]3[s:20][c:21](-[c:24]4[n:25][cH:26][cH:27][cH:28][cH:29]4)[cH:22][cH:23]3)[cH:14]2)[CH2:5][CH:6]([CH3:8])[NH:7]1. Starting materials: ClC=1C=C(C=CC1)C1=NN2C(N=C(C(=C2O)CC(=O)OCC)C)=C1C (ethyl 2-(2-(3-chlorophenyl)-7-hydroxy-3,5-dimethylpyrazolo[1,5-a]pyrimidin-6-yl)acetate), CN(C1=CC=CC=C1)C (N,N-dimethylaniline), O=P(Cl)(Cl)Cl (POCl3). Conditions: temperature 120 celsius, time 30 minute. Yields the product ClC1=C(C(=NC=2N1N=C(C2C)C2=CC(=CC=C2)Cl)C)CC(=O)OCC (ethyl 2-(7-chloro-2-(3-chlorophenyl)-3,5-dimethylpyrazolo[1,5-a]pyrimidin-6-yl)acetate). The yield is 98.4%. As a reaction SMILES: [Cl:1][C:2]1[CH:3]=[C:4]([C:8]2[C:24]([CH3:25])=[C:11]3[N:12]=[C:13]([CH3:23])[C:14]([CH2:17][C:18]([O:20][CH2:21][CH3:22])=[O:19])=[C:15](O)[N:10]3[N:9]=2)[CH:5]=[CH:6][CH:7]=1.CN(C)C1C=CC=CC=1.O=P(Cl)(Cl)[Cl:37]>>[Cl:37][C:15]1[N:10]2[N:9]=[C:8]([C:4]3[CH:5]=[CH:6][CH:7]=[C:2]([Cl:1])[CH:3]=3)[C:24]([CH3:25])=[C:11]2[N:12]=[C:13]([CH3:23])[C:14]=1[CH2:17][C:18]([O:20][CH2:21][CH3:22])=[O:19]. Procedure: A suspension of ethyl 2-(2-(3-chlorophenyl)-7-hydroxy-3,5-dimethylpyrazolo[1,5-a]pyrimidin-6-yl)acetate (11.5 g, 20.78 mmol), N,N-dimethylaniline (5.04 g, 41.6 mmol) and POCl3 (40 ml, 429 mmol) was heated (120° C. oil bath) for 3 hrs. The reaction was then concentrated in-vacuo and the dark residue taken up in EtOAc (75 mL) and stirred with ice-water (75 mL) for 30 min. The organic layer was washed with water (2×50 mL). The combined aqueous layers were extracted with EtOAc (50 mL) and the combin... The reactants are ClCCl, COc1ccc(C(=O)N2c3ccccc3C(Nc3ccncc3)CC2C)cc1, CC(=O)Cl, CCN(C(C)C)C(C)C. The product is COc1ccc(C(=O)N2c3ccccc3C(N(C(C)=O)c3ccncc3)CC2C)cc1. Reaction SMILES: [CH2:42]([Cl:43])[Cl:44].[CH3:1][O:2][c:3]1[cH:4][cH:5][c:6]([C:7](=[O:8])[N:9]2[CH:10]([CH3:26])[CH2:11][CH:12]([NH:19][c:20]3[cH:21][cH:22][n:23][cH:24][cH:25]3)[c:13]3[cH:14][cH:15][cH:16][cH:17][c:18]32)[cH:27][cH:28]1.[CH3:38][C:39]([Cl:40])=[O:41].[CH:29]([N:30]([CH:31]([CH3:32])[CH3:33])[CH2:34][CH3:35])([CH3:36])[CH3:37]>>[CH3:1][O:2][c:3]1[cH:4][cH:5][c:6]([C:7](=[O:8])[N:9]2[CH:10]([CH3:26])[CH2:11][CH:12]([N:19]([c:20]3[cH:21][cH:22][n:23][cH:24][cH:25]3)[C:39]([CH3:38])=[O:41])[c:13]3[cH:14][cH:15][cH:16][cH:17][c:18]32)[cH:27][cH:28]1. The reactants are C(CCl)Cl (EDC), N(=C=S)C1=CC=C(C=C1)C(F)(F)F (1-isothiocyanato-4-trifluoromethyl-benzene), N1=CC=C(C2=CC=CC=C12)OC=1C=C(C(=CC1)N)N (4-(Quinolin-4-yloxy)-benzene-1,2-diamine). The solvent is CC#N (CH3CN), CC#N (CH3CN), CC#N (CH3CN). Reaction conditions: time 12 hour. The product is N1=CC=C(C2=CC=CC=C12)OC1=CC2=C(NC(=N2)NC2=CC=C(C=C2)C(F)(F)F)C=C1 ([5-(Quinolin-4-yloxy)-1H-benzimidazol-2-yl]-(4-trifluoromethyl-phenyl)-amine). RXN SMILES: [N:1]1[C:10]2[C:5](=[CH:6][CH:7]=[CH:8][CH:9]=2)[C:4]([O:11][C:12]2[CH:13]=[C:14]([NH2:19])[C:15]([NH2:18])=[CH:16][CH:17]=2)=[CH:3][CH:2]=1.[N:20]([C:23]1[CH:28]=[CH:27][C:26]([C:29]([F:32])([F:31])[F:30])=[CH:25][CH:24]=1)=[C:21]=S.C(Cl)CCl>CC#N>[N:1]1[C:10]2[C:5](=[CH:6][CH:7]=[CH:8][CH:9]=2)[C:4]([O:11][C:12]2[CH:17]=[CH:16][C:15]3[NH:18][C:21]([NH:20][C:23]4[CH:24]=[CH:25][C:26]([C:29]([F:30])([F:31])[F:32])=[CH:27][CH:28]=4)=[N:19][C:14]=3[CH:13]=2)=[CH:3][CH:2]=1. Procedure details: To a solution of 4-(quinolin-4-yloxy)-benzene-1,2-diamine (Step B, 227 mg) in CH3CN (60 mL) was added over 5 min, a solution of 1-isothiocyanato-4-trifluoromethyl-benzene (183 mg) in CH3CN 10 mL). The mixture was stirred for 12 h at RT and EDC (260 mg) was added, followed by CH3CN (30 mL). The resulting mixture was heated at 80° C. for 2 h, then cooled to RT. The solvent was evaporated and the residue was dissolved in EtOAc and washed with water. The organic phase was dried, filtered and evapora... Solvent: CN(C=O)C (N,N-dimethylformamide). Reaction SMILES: C[Si](C)(C)CCOC[N:7]1[C:12](=[O:13])[C:11]([Cl:14])=[C:10]([NH:15][CH2:16][C:17]2[CH:22]=[CH:21][C:20]([O:23][CH3:24])=[C:19]([O:25][CH3:26])[CH:18]=2)[C:9]([S:27][CH2:28][CH2:29][CH3:30])=[N:8]1.[F-].C([N+](CCCC)(CCCC)CCCC)CCC.Cl>CN(C)C=O>[Cl:14][C:11]1[C:12](=[O:13])[NH:7][N:8]=[C:9]([S:27][CH2:28][CH2:29][CH3:30])[C:10]=1[NH:15][CH2:16][C:17]1[CH:22]=[CH:21][C:20]([O:23][CH3:24])=[C:19]([O:25][CH3:26])[CH:18]=1 |f:1.2|. Starting materials: C[Si](CCOCN1N=C(C(=C(C1=O)Cl)NCC1=CC(=C(C=C1)OC)OC)SCCC)(C)C (2-(2-trimethylsilylethoxymethyl)-4-chloro-5-(3,4-dimethoxybenzylamino)-6-n-propylmercapto-3(2H)pyridazinone), [F-].C(CCC)[N+](CCCC)(CCCC)CCCC (tetra-n-butylammonium fluoride), Cl (hydrochloric acid). The product is ClC=1C(NN=C(C1NCC1=CC(=C(C=C1)OC)OC)SCCC)=O (4-chloro-5-(3,4-dimethoxybenzylamino)-6-n-propylmercapto-3(2H)pyridazinone). Procedure: A mixture comprising 256 mg of 2-(2-trimethylsilylethoxymethyl)-4-chloro-5-(3,4-dimethoxybenzylamino)-6-n-propylmercapto-3(2H)pyridazinone prepared in Reference Example 5, 3 ml of tetra-n-butylammonium fluoride (1M tetrahydrofuran solution) and 1.5 ml of N,N-dimethylformamide, was stirred at a temperature of 150° C. for 3 hours. A 1N hydrochloric acid aqueous solution was added to the reaction mixture, and the mixture was extracted with chloroform. The extract was washed with water and a sodium ... Run at temperature 150 celsius, time 3 hour. The reactants are COC(=O)[C@@]1(NCC1)C ((R)-2-methyl-azetidine-2-carboxylic acid methyl ester), [OH-].[Na+] (NaOH), C(C)(=O)O (acetic acid), BrC1=CC=C(C(=O)Cl)C=C1 (4-bromo-benzoyl-chloride). Run in O (water). Run at temperature 20 celsius, time 4 hour. Product: BrC1=CC=C(C(=O)N2[C@](CC2)(C(=O)O)C)C=C1 ((R)-1-(4-bromo-benzoyl)-2-methyl-azetidine-2-carboxylic acid). As a reaction SMILES: C[O:2][C:3]([C@@:5]1([CH3:9])[CH2:8][CH2:7][NH:6]1)=[O:4].[OH-].[Na+].[Br:12][C:13]1[CH:21]=[CH:20][C:16]([C:17](Cl)=[O:18])=[CH:15][CH:14]=1.C(O)(=O)C>O>[Br:12][C:13]1[CH:21]=[CH:20][C:16]([C:17]([N:6]2[CH2:7][CH2:8][C@:5]2([CH3:9])[C:3]([OH:2])=[O:4])=[O:18])=[CH:15][CH:14]=1 |f:1.2|. Reported procedure: To a solution of (R)-2-methyl-azetidine-2-carboxylic acid methyl ester (1 eq.) in water were added aqueous NaOH (1M) (3 eq.) then 4-bromo-benzoyl-chloride (1 eq.) dropwise. The reaction was stirred for 4 h at 20° C. The reaction was neutralised with acetic acid. The solvent was partially removed under reduced pressure and the crude was extracted with EtOAc. The organic layer was dried over MgSO4, filtered and concentrated under reduced pressure. The crude was purified by chromatography on silica...